Dataset: the Open Reaction Database (ORD), a public repository of structured organic reaction records. Task: describe an organic reaction: reactants, conditions, products, and yield Starting materials: Cl.NC(C(=O)C1=CC=C(C=C1)F)C1=CC(=NC=C1)F (2-Amino-2-(2-fluoropyridin-4-yl)-1-(4-fluorophenyl)ethanone hydrochloride), ClC1=NC=CC(=C1)C=1NC(NC1C1=CC=C(C=C1)F)=S (4-(2-Chloropyridin-4-yl)-5-(4-fluorophenyl)-1,3-dihydroimidazole-2-thione). The product is FC1=CC=C(C=C1)C=1NC(NC1C1=CC(=NC=C1)F)=S (4-(4-Fluorophenyl)-5-(2-fluoropyridin-4-yl)-1,3-dihydroimidazole-2-thione). As a reaction SMILES: Cl.[NH2:2][CH:3]([C:13]1[CH:18]=[CH:17][N:16]=[C:15]([F:19])[CH:14]=1)[C:4]([C:6]1[CH:11]=[CH:10][C:9]([F:12])=[CH:8][CH:7]=1)=O.ClC1C=C(C2[NH:28][C:29](=[S:39])NC=2C2C=CC(F)=CC=2)C=CN=1>>[F:12][C:9]1[CH:10]=[CH:11][C:6]([C:4]2[NH:28][C:29](=[S:39])[NH:2][C:3]=2[C:13]2[CH:18]=[CH:17][N:16]=[C:15]([F:19])[CH:14]=2)=[CH:7][CH:8]=1 |f:0.1|. Procedure details: 24b was prepared from 23b (6.1 g; 20 mmol) using the method described in the synthesis of 24a. Reactants: NC=1C=C(C(=O)O)C=CC1OC (3-amino4-methoxybenzoic acid), ice, Cl (HCl), C(C)(=O)NC=1C=C(C(=O)O)C=CC1OC (3-(N-acetyl) amino4-methoxybenzoic acid), [N+](=O)(O)[O-] (nitric acid). Run in acetic acid. Acetic anhydride. The product is [N+](=O)([O-])C1=C(C(=O)O)C=C(C(=C1)OC)NC(C)=O (2-nitro4-methoxy-5-(N-acetyl)aminobenzoic acid). Isolated yield 72.0%. RXN SMILES: NC1C=C(C=CC=1OC)C(O)=O.Cl.[C:14]([NH:17][C:18]1[CH:19]=[C:20]([CH:24]=[CH:25][C:26]=1[O:27][CH3:28])[C:21]([OH:23])=[O:22])(=[O:16])[CH3:15].[N+:29]([O-])([OH:31])=[O:30]>>[N+:29]([C:24]1[CH:25]=[C:26]([O:27][CH3:28])[C:18]([NH:17][C:14](=[O:16])[CH3:15])=[CH:19][C:20]=1[C:21]([OH:23])=[O:22])([O-:31])=[O:30]. Reported procedure: 3-amino4-methoxybenzoic acid (“19”) (Aldrich Chemical; Milwaukee, Wis.) (5 g or 29.9 mmol) was suspended in 40 ml acetic acid. Acetic anhydride (3 ml or 1:04 eq) was added by stirring. The reaction mixture was stirred for 2 hours at room temperature. 25 ml of 0.1N HCl was added and the precipitate was filtered off and washed with 3×10 ml of 0.1N HCl and 5×10 ml water to produce 5.97 g (about 95%). 3-(N-acetyl) amino4-methoxybenzoic acid (“20”) (5 g or 23.5 mmol) was added to 20 ml of fuming nitr...